This data is from the Open Reaction Database (ORD), a public repository of structured organic reaction records. The task is: describe an organic reaction: reactants, conditions, products, and yield The reactants are [OH-].[Li+] (lithium hydroxide), solution, ClC1=C2[C@H](C[C@@H](N(C2=CC(=C1)Cl)N)C(=O)OC)C(=O)CCC (trans-5,7-dichloro-2-methoxycarbonyl-4-n-propylcarbonyl-amino-1,2,3,4-tetrahydroquinoline). The solvent is O1CCCC1 (tetrahydrofuran), O (water). Run at time 20 hour. The product is C(=O)(O)[C@@H]1NC2=CC(=CC(=C2[C@H](C1)NC(=O)CCC)Cl)Cl (Trans-2-carboxy-5,7-dichloro-4-n-propylcarbonylamino-1,2,3,4-tetrahydroquinoline). As a reaction SMILES: [Cl:1][C:2]1[CH:11]=[C:10]([Cl:12])[CH:9]=[C:8]2[C:3]=1[C@@H:4](C(CCC)=O)[CH2:5][C@H:6]([C:14]([O:16]C)=[O:15])[N:7]2N.[OH-:23].[Li+]>O1CCCC1.O>[C:14]([C@H:6]1[CH2:5][C@H:4]([NH:7][C:6]([CH2:5][CH2:4][CH3:3])=[O:23])[C:3]2[C:8](=[CH:9][C:10]([Cl:12])=[CH:11][C:2]=2[Cl:1])[NH:7]1)([OH:16])=[O:15] |f:1.2|. Reported procedure: To a solution of trans-5,7-dichloro-2-methoxycarbonyl-4-n-propylcarbonyl-amino-1,2,3,4-tetrahydroquinoline (0.70 g, 0.493 mmol) in a mixture of tetrahydrofuran (15 ml) and water (5 ml) was added aqueous lithium hydroxide (1.1 ml of a 0.50M solution, 0.55 mmol) and the resulting mixture was stirred at room temperature for 20 h. The organic solvent was then removed under vacuum and the aqueous residue was diluted with dilute sodium bicarbonate solution (50 ml) then washed with ethyl acetate (1×30 ... Reactants: CC(=O)[O-], [Na+], [Na+], [Na+], [Na+], [Na+], O=P([O-])([O-])OP(=O)([O-])[O-], OCC1OC(n2cnc3c(O)ncnc32)C(O)C1O. Product: O=P(O)(O)OCC1OC(n2cnc3c(O)ncnc32)C(O)C1O. RXN SMILES: [CH3:15][C:16](=[O:17])[O-:18].[Na+:10].[Na+:11].[Na+:12].[Na+:13].[Na+:14].[O-:1][P:2]([O-:3])(=[O:4])[O:5][P:6]([O-:7])([O-:8])=[O:9].[OH:19][CH2:20][CH:21]1[O:22][CH:23]([n:28]2[cH:29][n:30][c:31]3[c:32]([OH:33])[n:34][cH:35][n:36][c:37]23)[CH:24]([OH:25])[CH:26]1[OH:27]>>[OH:1][P:2]([OH:3])(=[O:4])[O:5][CH2:20][CH:21]1[O:22][CH:23]([n:28]2[cH:29][n:30][c:31]3[c:32]([OH:33])[n:34][cH:35][n:36][c:37]23)[CH:24]([OH:25])[CH:26]1[OH:27].